Dataset: the Open Reaction Database (ORD), a public repository of structured organic reaction records. Task: describe an organic reaction: reactants, conditions, products, and yield Starting materials: N(=O)[O-].[Na+] (NaNO2), [N-]=[N+]=[N-].[Na+] (NaN3), NC1=C(C=CC(=C1)CCN)O (2-Amino-4-(2-amino-ethyl)-phenol). Solvent: O (H2O), O (water), Cl (HCl). Conditions: temperature 0 celsius. Yields the product NCCC1=CC(=C(C=C1)O)N=[N+]=[N-] (4-(2-amino-ethyl)-2-azido-phenol). RXN SMILES: [NH2:1][C:2]1[CH:7]=[C:6]([CH2:8][CH2:9][NH2:10])[CH:5]=[CH:4][C:3]=1[OH:11].N([O-])=O.[Na+].[N-:16]=[N+:17]=[N-].[Na+]>Cl.O>[NH2:10][CH2:9][CH2:8][C:6]1[CH:5]=[CH:4][C:3]([OH:11])=[C:2]([N:1]=[N+:16]=[N-:17])[CH:7]=1 |f:1.2,3.4|. Reported procedure: 2-Amino-4-(2-amino-ethyl)-phenol (1) (1 mmol) is dissolved in aqueous HCl. The solution is cooled to 0° C. and 1 mmol of NaNO2 dissolved in H2O is added slowly with stirring. The reaction mixture is maintained at 0° C. for 1 hr, then NaN3 (2 mmol) dissolved in water is added dropwise with stirring. The resulting mixture is maintained at 0° C. for 1 hr, then the cooling bath is removed and the mixture stirred overnight at ambient temperature. The product is extracted with ethyl acetate, washed wi... Reactants: BrC=1C(=CC(=NC1)C(=O)O)O[C@H](C(F)(F)F)C (5-Bromo-4-((S)-2,2,2-trifluoro-1-methyl-ethoxy)-pyridine-2-carboxylic acid), NC(C#N)(C)C1CC1 (2-amino-2-cyclopropylpropanenitrile). Yields the product CC(C1CC1)(C#N)NC(=O)C1=NC=C(C(=C1)O[C@H](C(F)(F)F)C)Br (5-Bromo-4-((S)-2,2,2-trifluoro-1-methyl-ethoxy)-pyridine-2-carboxylic acid (methyl-cyano-cyclopropylmethyl)-amide). RXN SMILES: [Br:1][C:2]1[C:3]([O:11][C@@H:12]([CH3:17])[C:13]([F:16])([F:15])[F:14])=[CH:4][C:5]([C:8]([OH:10])=O)=[N:6][CH:7]=1.[NH2:18][C:19]([CH:23]1[CH2:25][CH2:24]1)([CH3:22])[C:20]#[N:21]>>[CH3:22][C:19]([NH:18][C:8]([C:5]1[CH:4]=[C:3]([O:11][C@@H:12]([CH3:17])[C:13]([F:16])([F:15])[F:14])[C:2]([Br:1])=[CH:7][N:6]=1)=[O:10])([C:20]#[N:21])[CH:23]1[CH2:25][CH2:24]1. Procedure: The title compound was synthesized in analogy to Example 78e, using 5-Bromo-4-((S)-2,2,2-trifluoro-1-methyl-ethoxy)-pyridine-2-carboxylic acid (Example 96d) and 2-amino-2-cyclopropylpropanenitrile (CAN 37024-73-0) as starting materials and isolated (607 mg, 65%) as a yellow oil; MS (ESI, m/z): 420.4 (M+H+).